This data is from the Open Reaction Database (ORD), a public repository of structured organic reaction records. The task is: describe an organic reaction: reactants, conditions, products, and yield Solvent: C1CCOC1 (THF), CCOCC (ether). Reaction SMILES: N[C:2]1[CH:3]=[C:4]2[C:8](=[CH:9][CH:10]=1)[CH2:7][CH:6]([NH:11]C(=O)CC)[CH2:5]2.O.[ClH:17]>CCOCC.C1COCC1>[ClH:17].[NH2:11][CH:6]1[CH2:7][C:8]2[C:4](=[CH:3][CH:2]=[CH:10][CH:9]=2)[CH2:5]1 |f:5.6|. Starting materials: solution, Cl (HCl), NC=1C=C2CC(CC2=CC1)NC(CC)=O (5-Amino-2-propionamidoindan), O (water). Procedure details: Amide 25 (0.62 g, 3.0 mmol) was dissolved in 8 mL of dry ether, and BH3 (16 mL of a 1 M solution in THF) was added dropwise, over a 1 h period. After the addition was completed, the reaction mixture was heated to reflux for 1 h. The mixture was cooled to room temperature, and 1.6 mL of water was added cautiously. Subsequently, 3.2 mL of 10% HCl was added, and all volatile solvents were evaporated under reduced pressure. The remaining aqueous solution was basified with 10% NaOH and extracted with... Yields the product Cl.NC1CC2=CC=CC=C2C1 (2-Aminoindan hydrochloride). The yield is 90.0%. Starting materials: COC(C)(C)C.CCCCCC.C(Cl)(Cl)Cl (t-butyl methyl ether hexane chloroform), C(C)N=C=O (ethyl isocyanate), C(C)(=O)OCC([C@]1([C@H](C[C@H]2[C@@H]3CCC4=CC(C=C[C@]4(C)[C@]3([C@H](C[C@]12C)O[Si](C)(C)C)F)=O)C)O)=O ((11β,16β)-9-fluoro-17-hydroxy-16-methyl-3,20-dioxo-11-[(trimethyl-silyl)oxy]-pregna-1,4-dien-21-yl acetate). Solvent: C1(=CC=CC=C1)C (toluene). The product is C(C)NC(O[C@]1(C(COC(C)=O)=O)[C@H](C[C@H]2[C@@H]3CCC4=CC(C=C[C@]4(C)[C@]3([C@H](C[C@]12C)O[Si](C)(C)C)F)=O)C)=O ((11β,16β)-21-(acetyloxy)-9-fluoro-16-methyl-3,20-dioxo-11-[(trimethylsilyl)-oxy]pregna-1,4-dien-17-yl ethylcarbamate). Yield: 62.5%. As a reaction SMILES: [C:1]([O:4][CH2:5][C:6](=[O:35])[C@:7]1([OH:34])[C@:24]2([CH3:25])[C@H:10]([C@H:11]3[C@:21]([F:31])([C@@H:22]([O:26][Si:27]([CH3:30])([CH3:29])[CH3:28])[CH2:23]2)[C@:19]2([CH3:20])[C:14](=[CH:15][C:16](=[O:32])[CH:17]=[CH:18]2)[CH2:13][CH2:12]3)[CH2:9][C@@H:8]1[CH3:33])(=[O:3])[CH3:2].[CH2:36]([N:38]=[C:39]=[O:40])[CH3:37].COC(C)(C)C.CCCCCC.C(Cl)(Cl)Cl>C1(C)C=CC=CC=1>[CH2:36]([NH:38][C:39](=[O:40])[O:34][C@:7]1([C@:24]2([CH3:25])[C@H:10]([C@H:11]3[C@:21]([F:31])([C@@H:22]([O:26][Si:27]([CH3:28])([CH3:30])[CH3:29])[CH2:23]2)[C@:19]2([CH3:20])[C:14](=[CH:15][C:16](=[O:32])[CH:17]=[CH:18]2)[CH2:13][CH2:12]3)[CH2:9][C@@H:8]1[CH3:33])[C:6](=[O:35])[CH2:5][O:4][C:1](=[O:3])[CH3:2])[CH3:37] |f:2.3.4|. Reported procedure: To a mixture of (11β,16β)-9-fluoro-17-hydroxy-16-methyl-3,20-dioxo-11-[(trimethyl-silyl)oxy]-pregna-1,4-dien-21-yl acetate (3.11 g, 6.15 mmol) in 41 mL of toluene was added neat ethyl isocyanate (20.5 mL, 259 mmol) and the mixture was refluxed for 48 hours. The resulting solution was cooled to room temperature and evaporated under vacuum to leave a slightly gummy solid. Flash chromatography through a 1 kg column of silica gel eluting with t-butyl methyl ether/hexane/chloroform (1:1:1) gave 2.22 ... The reactants are CC(C)(C)[Si](C)(C)Cl, CN(C)c1ccncc1, CCN(C(C)C)C(C)C, Oc1cc(Cl)cc(Cl)c1, ClCCl. Yields the product CC(C)(C)[Si](C)(C)Oc1cc(Cl)cc(Cl)c1. As a reaction SMILES: [C:10]([CH3:11])([CH3:12])([CH3:13])[Si:14]([CH3:15])([CH3:16])[Cl:17].[CH3:27][N:28]([CH3:29])[c:30]1[cH:31][cH:32][n:33][cH:34][cH:35]1.[CH:18]([N:19]([CH2:20][CH3:21])[CH:22]([CH3:23])[CH3:24])([CH3:25])[CH3:26].[Cl:1][c:2]1[cH:3][c:4]([OH:9])[cH:5][c:6]([Cl:8])[cH:7]1.[Cl:36][CH2:37][Cl:38]>>[Cl:1][c:2]1[cH:3][c:4]([O:9][Si:14]([C:10]([CH3:11])([CH3:12])[CH3:13])([CH3:15])[CH3:16])[cH:5][c:6]([Cl:8])[cH:7]1. Reactants: C1OCOCO1, C1CCOC1, C[NH2+]c1ccccc1, O=C([O-])C(F)(F)F, O=C1CCc2c(O)cccc21. Product: C=C1Cc2c(O)cccc2C1=O. RXN SMILES: [CH2:12]1[O:13][CH2:14][O:15][CH2:16][O:17]1.[CH2:33]1[O:34][CH2:35][CH2:36][CH2:37]1.[CH3:25][NH2+:26][c:27]1[cH:28][cH:29][cH:30][cH:31][cH:32]1.[F:18][C:19]([F:20])([F:21])[C:22]([O-:23])=[O:24].[OH:1][c:2]1[c:3]2[c:7]([cH:8][cH:9][cH:10]1)[C:6](=[O:11])[CH2:5][CH2:4]2>>[OH:1][c:2]1[c:3]2[c:7]([cH:8][cH:9][cH:10]1)[C:6](=[O:11])[C:5](=[CH2:12])[CH2:4]2. Reactants: C(C)(=O)O (acetic acid), C(C)(=O)O (acetic acid), C(C)(C)(C)C1=C(C=C(C(=O)OC)C=C1)[N+](=O)[O-] (methyl 4-t-butyl-3-nitrobenzoate). The reagents and catalysts are [Zn] (zinc), [Zn] (zinc). The solvent is C(C)(=O)OCC (ethyl acetate), CCCCCC (hexane), CO (methanol). Reaction conditions: time 40 minute. The product is C(C)(C)(C)C1=C(N)C=C(C=C1)C(=O)OC (2-t-Butyl-5-methoxycarbonylaniline). The yield is 83.2%. Reaction SMILES: C(O)(=O)C.[C:5]([C:9]1[CH:18]=[CH:17][C:12]([C:13]([O:15][CH3:16])=[O:14])=[CH:11][C:10]=1[N+:19]([O-])=O)([CH3:8])([CH3:7])[CH3:6]>CO.C(OCC)(=O)C.CCCCCC.[Zn]>[C:5]([C:9]1[CH:18]=[CH:17][C:12]([C:13]([O:15][CH3:16])=[O:14])=[CH:11][C:10]=1[NH2:19])([CH3:8])([CH3:6])[CH3:7]. Procedure: 40 g of zinc powder and 8 ml of acetic acid were added to a solution of 22.7 g of methyl 4-t-butyl-3-nitrobenzoate (prepared as described in Preparation 4) in 400 ml of methanol, and the resulting mixture was stirred for 40 minutes. At the end of this time, a further 26.6 g of zinc powder were added (making a total amount of 66.6 g or 1.02 mmol). 20 ml of acetic acid were then added dropwise over a period of 1.5 hours to the mixture, and the resulting mixture was stirred for 2 hours. At the end ... The reactants are CCc1ccc(N=C=O)cc1, C1CCOC1, CN(C)c1ccncc1, CC(C)(C)OC(=O)N1CC(NC(=O)OCC2c3ccccc3-c3ccccc32)CC1CO. Product: CCc1ccc(NC(=O)OCC2CC(NC(=O)OCC3c4ccccc4-c4ccccc43)CN2C(=O)OC(C)(C)C)cc1. Reaction SMILES: [CH2:33]([CH3:34])[c:35]1[cH:36][cH:37][c:38]([N:41]=[C:42]=[O:43])[cH:39][cH:40]1.[CH2:53]1[O:54][CH2:55][CH2:56][CH2:57]1.[CH3:44][N:45]([c:46]1[cH:47][cH:48][n:49][cH:50][cH:51]1)[CH3:52].[cH:1]1[cH:2][cH:3][cH:4][c:5]2[c:13]1[CH:12]([CH2:14][O:15][C:16](=[O:17])[NH:18][CH:19]1[CH2:20][CH:21]([CH2:31][OH:32])[N:22]([C:24](=[O:25])[O:26][C:27]([CH3:28])([CH3:29])[CH3:30])[CH2:23]1)[c:11]1[c:6]-2[cH:7][cH:8][cH:9][cH:10]1>>[cH:1]1[cH:2][cH:3][cH:4][c:5]2[c:13]1[CH:12]([CH2:14][O:15][C:16](=[O:17])[NH:18][CH:19]1[CH2:20][CH:21]([CH2:31][O:32][C:42]([NH:41][c:38]3[cH:37][cH:36][c:35]([CH2:33][CH3:34])[cH:40][cH:39]3)=[O:43])[N:22]([C:24](=[O:25])[O:26][C:27]([CH3:28])([CH3:29])[CH3:30])[CH2:23]1)[c:11]1[c:6]-2[cH:7][cH:8][cH:9][cH:10]1.